Dataset: the Open Reaction Database (ORD), a public repository of structured organic reaction records. Task: describe an organic reaction: reactants, conditions, products, and yield Reactants: ClC1=NC=C(C=C1)C(F)(F)F (2-chloro-5-trifluoromethylpyridine), cuprous chloride, N (ammonia). Reaction conditions: time 16 hour. Yields the product NC1=NC=C(C=C1)C(F)(F)F (2-amino-5-trifluoromethylpyridine). Isolated yield 91.0%. As a reaction SMILES: Cl[C:2]1[CH:7]=[CH:6][C:5]([C:8]([F:11])([F:10])[F:9])=[CH:4][N:3]=1.[NH3:12]>>[NH2:12][C:2]1[CH:7]=[CH:6][C:5]([C:8]([F:11])([F:10])[F:9])=[CH:4][N:3]=1. Procedure details: Into an autoclave made of SUS-316 and having an internal capacity of 2 l, 363 g (2.0 mols) of 2-chloro-5-trifluoromethylpyridine, 19.8 g (0.2 mol) of cuprous chloride and 1,275 g (30.0 mols as NH3) of 40% aqueous ammonia were added, and the reaction was carried out at 120° C. for 16 hours under heating with stirring. After completion of the reaction, the reaction mixture was cooled to room temperature and separated into an aqueous ammonia layer and an oil layer, whereby 335 g of an oil containin... Starting materials: N1N=CC=C1N (1H-pyrazol-5-amine), BrC(C=O)C=O (bromomalonaldehyde), C(C)O (ethanol). Conditions: time 8 hour. Product: BrC=1C=C2C(=NC1)NN=C2 (5-bromo-1H-pyrazolo[3,4-b]pyridine), BrC=1C=NC=2N(C1)N=CC2 (6-bromopyrazolo[1,5-a]pyrimidine). RXN SMILES: [NH:1]1[C:5]([NH2:6])=[CH:4][CH:3]=[N:2]1.[Br:7][CH:8]([CH:11]=O)[CH:9]=O.C(O)C>>[Br:7][C:8]1[CH:9]=[C:4]2[CH:3]=[N:2][NH:1][C:5]2=[N:6][CH:11]=1.[Br:7][C:8]1[CH:9]=[N:6][C:5]2[N:1]([N:2]=[CH:3][CH:4]=2)[CH:11]=1. Reported procedure: A solution of 1H-pyrazol-5-amine x79 (25 g, 1 eq, 0.3 mol) and bromomalonaldehyde x9 (45.4 g, 1 eq, 0.3 mol) ethanol (250 ml) is refluxed for 2 hours. After cooling, the reaction mixture is stirred at room temperature overnight. The solvent is removed under reduced pressure and the crude is purified using chiral chromatography affording 5-bromo-1H-pyrazolo[3,4-b]pyridine x80 (yield: 2.1%; LC-MS (MH+): 198/200) and 6-bromopyrazolo[1,5-a]pyrimidine x81 (yield: 13.8%; LC-MS (MH+): 198/200). Starting materials: Cl (hydrochloric acid), CuCl2.2H2O, [OH-].[Na+] (sodium hydroxide), C1(=CC=CC=C1)S (thiophenol), Cl (hydrochloric acid), S(N)(=O)(=O)C=1C=C(C(=O)O)C=C(C1Cl)N (3-sulphamoyl-4-chloro-5-aminobenzoic acid), Congo red, C(C=C)#N (acrylonitrile), N(=O)[O-].[Na+] (sodium nitrite), S(N)(=O)(=O)C=1C=C(C(=O)O)C=C(C1Cl)CC(C#N)Cl (3-sulphamoyl-4-chloro-5-(β-chloro-β-cyanoethyl)-benzoic acid). Reagents/catalysts: [Zn] (zinc). Run in C(C)(=O)O (acetic acid), CN(P(N(C)C)(N(C)C)=O)C (hexamethylphosphoric acid triamide), O (water), O (water), CC(=O)C (acetone), O (water). Conditions: temperature 35 celsius, time 15 minute. Product: S(N)(=O)(=O)C=1C=C(C(=O)O)C=C(C1SC1=CC=CC=C1)CCCN1C=CC=C1 (3-Sulphamoyl-4-phenylthio-5-[γ-(1-pyrrolyl)-propyl]-benzoic acid). As a reaction SMILES: Cl.[S:2]([C:6]1[CH:7]=[C:8]([CH:12]=[C:13](N)[C:14]=1Cl)C(O)=O)(=O)(=O)N.N([O-])=O.[Na+].C(#N)C=C.[S:25]([C:29]1[CH:30]=[C:31]([CH:35]=[C:36]([CH2:39][CH:40](Cl)[C:41]#[N:42])[C:37]=1Cl)[C:32]([OH:34])=[O:33])(=[O:28])(=[O:27])[NH2:26].[OH-].[Na+].[C:46]1(S)[CH:51]=CC=[CH:48][CH:47]=1>CC(C)=O.C(O)(=O)C.[Zn].O.CN(C)P(=O)(N(C)C)N(C)C>[S:25]([C:29]1[CH:30]=[C:31]([CH:35]=[C:36]([CH2:39][CH2:40][CH2:41][N:42]2[CH:48]=[CH:47][CH:46]=[CH:51]2)[C:37]=1[S:2][C:6]1[CH:14]=[CH:13][CH:12]=[CH:8][CH:7]=1)[C:32]([OH:34])=[O:33])(=[O:28])(=[O:27])[NH2:26] |f:2.3,6.7|. Reported procedure: The starting material is accessible by the following route: 4.8 ml of concentrated hydrochloric acid and 20 ml of water are added to 3-sulphamoyl-4-chloro-5-aminobenzoic acid (P. W. Feit, H. Bruun and C. Kaergaard-Nielsen, J. Med. Chem. 13, 1,071 (1970); 5.01 g=20 mmols) and the resulting slurry is cooled to +3° C. and diazotised with 20 ml of 1 N sodium nitrite solution at 0°-5°, after which, after a total of 30 minutes, a solution of acrylonitrile (1.4 g=1.74 ml=26 mmols) in acetone (25 ml) is... Reactants: FC1(C(OC2=C(O1)C=CC(=C2)NC(=O)C=2SC=CC2N)(F)F)F (N-(2,2,3,3-tetrafluorobenzodioxan-6-yl) 3-aminothiophene-2-carboxamide), NC1=CC2=C(OC(C(O2)(F)F)(F)F)C=C1 (6-amino-2,2,3,3-tetrafluorobenzodioxan), N1C=C(C2=CC=CN=C12)C=O (7-azaindole-3-carboxaldehyde). Yields the product FC1(C(OC2=C(O1)C=CC(=C2)NC(=O)C=2SC=CC2NCC2=CNC1=NC=CC=C12)(F)F)F (N-(2,2,3,3-tetrafluorobenzodioxan-6-yl) 3-[(1H-Pyrrolo[2,3-b]pyridin-3-ylmethyl)amino]thiophene-2-carboxamide). Reaction SMILES: [F:1][C:2]1([F:23])[O:7][C:6]2[CH:8]=[CH:9][C:10]([NH:12][C:13]([C:15]3[S:16][CH:17]=[CH:18][C:19]=3[NH2:20])=[O:14])=[CH:11][C:5]=2[O:4][C:3]1([F:22])[F:21].NC1C=CC2OC(F)(F)C(F)(F)OC=2C=1.[NH:39]1[C:47]2[C:42](=[CH:43][CH:44]=[CH:45][N:46]=2)[C:41]([CH:48]=O)=[CH:40]1>>[F:23][C:2]1([F:1])[O:7][C:6]2[CH:8]=[CH:9][C:10]([NH:12][C:13]([C:15]3[S:16][CH:17]=[CH:18][C:19]=3[NH:20][CH2:48][C:41]3[C:42]4[C:47](=[N:46][CH:45]=[CH:44][CH:43]=4)[NH:39][CH:40]=3)=[O:14])=[CH:11][C:5]=2[O:4][C:3]1([F:22])[F:21]. Procedure: EXAMPLE 10 was prepared according to the procedure described in EXAMPLE 5 using N-(2,2,3,3-tetrafluorobenzodioxan-6-yl) 3-aminothiophene-2-carboxamide (prepared as described in example 1 part 1, using 6-amino-2,2,3,3-tetrafluorobenzodioxan instead of 4-trifluoromethoxyaniline) and 7-azaindole-3-carboxaldehyde (EXAMPLE 8, part 1) instead of 2-(N-methylcarbamoyl)pyridine-4-carboxaldehyde. MS (ES+): 479 [MH+] The reactants are O=C(O)C(CO[N+](=O)[O-])(CO[N+](=O)[O-])CO[N+](=O)[O-], CN(C)C=O, O=S(Cl)Cl. The product is COC(=O)C(CO[N+](=O)[O-])(CO[N+](=O)[O-])CO[N+](=O)[O-]. As a reaction SMILES: [N+:5](=[O:6])([O-:7])[O:8][CH2:9][C:10]([C:11](=[O:12])[OH:13])([CH2:14][O:15][N+:16](=[O:17])[O-:18])[CH2:19][O:20][N+:21](=[O:22])[O-:23].[O:24]=[CH:25][N:26]([CH3:27])[CH3:28].[S:1]([Cl:2])([Cl:3])=[O:4]>>[N+:5](=[O:6])([O-:7])[O:8][CH2:9][C:10]([C:11](=[O:12])[O:13][CH3:25])([CH2:14][O:15][N+:16](=[O:17])[O-:18])[CH2:19][O:20][N+:21](=[O:22])[O-:23].